The task is: describe an organic reaction: reactants, conditions, products, and yield. This data is from the Open Reaction Database (ORD), a public repository of structured organic reaction records. Starting materials: [BH4-], CO, COc1cccc(CC(C)=O)c1, [Na+], O. The product is COc1cccc(CC(C)O)c1. Reaction SMILES: [BH4-:13].[CH3:16][OH:17].[CH3:1][O:2][c:3]1[cH:4][c:5]([CH2:9][C:10]([CH3:11])=[O:12])[cH:6][cH:7][cH:8]1.[Na+:14].[OH2:15]>>[CH3:1][O:2][c:3]1[cH:4][c:5]([CH2:9][CH:10]([CH3:11])[OH:12])[cH:6][cH:7][cH:8]1. The reactants are ClC1=NC2=CC=C(C=C2N=C1)Cl (2,6-dichloroquinoxaline), OC1=CC=C(OC(C=CCO)C)C=C1 (4-(4-hydroxyphenoxy)-2-penten-1-ol), C([O-])([O-])=O.[K+].[K+] (potassium carbonate). Solvent: C(C)#N (acetonitrile). Product: ClC=1C=C2N=CC(=NC2=CC1)OC1=CC=C(OC(C=CCO)C)C=C1 (4-(4-((6-chloro-2-quinoxalinyl)oxy)phenoxy)2-penten-1-ol). Reaction SMILES: Cl[C:2]1[CH:11]=[N:10][C:9]2[C:4](=[CH:5][CH:6]=[C:7]([Cl:12])[CH:8]=2)[N:3]=1.[OH:13][C:14]1[CH:26]=[CH:25][C:17]([O:18][CH:19]([CH3:24])[CH:20]=[CH:21][CH2:22][OH:23])=[CH:16][CH:15]=1.C(=O)([O-])[O-].[K+].[K+]>C(#N)C>[Cl:12][C:7]1[CH:8]=[C:9]2[C:4](=[CH:5][CH:6]=1)[N:3]=[C:2]([O:13][C:14]1[CH:15]=[CH:16][C:17]([O:18][CH:19]([CH3:24])[CH:20]=[CH:21][CH2:22][OH:23])=[CH:25][CH:26]=1)[CH:11]=[N:10]2 |f:2.3.4|. Procedure: A mixture of 1.99 g (10 mmol) of 2,6-dichloroquinoxaline, 2.13 g (11 mmol) of 4-(4-hydroxyphenoxy)-2-penten-1-ol, 1.73 g (12.5 mmol) of powdered, anhydrous potassium carbonate and 50 ml of dry acetonitrile was warmed at reflux under nitrogen for a period of 3 hours. The mixture was cooled to room temperature, and the solid filtered off and washed well with ether. The filtrates were combined and evaporated to dryness, and the residue partitioned between ether and 2 percent aqueous sodium hydroxid... The reactants are Brc1ccccn1, [Li]CCCC, CCOCC, CCCCCC, O=Cc1ccc([N+](=O)[O-])cc1OCC(F)(F)F, C1CCOC1, O. Yields the product O=[N+]([O-])c1ccc(C(O)c2ccccn2)c(OCC(F)(F)F)c1. Reaction SMILES: [Br:1][c:2]1[cH:3][cH:4][cH:5][cH:6][n:7]1.[CH2:14]([Li:15])[CH2:16][CH2:17][CH3:18].[CH2:37]([O:38][CH2:39][CH3:40])[CH3:41].[CH3:8][CH2:9][CH2:10][CH2:11][CH2:12][CH3:13].[F:19][C:20]([CH2:21][O:22][c:23]1[c:24]([CH:25]=[O:26])[cH:27][cH:28][c:29]([N+:31](=[O:32])[O-:33])[cH:30]1)([F:34])[F:35].[O:42]1[CH2:43][CH2:44][CH2:45][CH2:46]1.[OH2:36]>>[c:2]1([CH:25]([c:24]2[c:23]([O:22][CH2:21][C:20]([F:19])([F:34])[F:35])[cH:30][c:29]([N+:31](=[O:32])[O-:33])[cH:28][cH:27]2)[OH:26])[cH:3][cH:4][cH:5][cH:6][n:7]1.